From a dataset of the Open Reaction Database (ORD), a public repository of structured organic reaction records. describe an organic reaction: reactants, conditions, products, and yield The reactants are CC1=NC2=CC=C(C=C2C(=C1C(=O)O)C(=O)O)C (2,6-dimethylquinoline-3,4-dicarboxylic acid), reagent, C(C)(=O)OC(C)=O (acetic anhydride). Yields the product CC1=NC2=CC=C(C=C2C2=C1C(=O)OC2=O)C (2,6-dimethylquinoline-3,4-dicarboxylic acid anhydride). Reaction SMILES: [CH3:1][C:2]1[C:11]([C:12](O)=[O:13])=[C:10]([C:15]([OH:17])=[O:16])[C:9]2[C:4](=[CH:5][CH:6]=[C:7]([CH3:18])[CH:8]=2)[N:3]=1.C(OC(=O)C)(=O)C>>[CH3:1][C:2]1[C:11]2[C:12]([O:16][C:15](=[O:17])[C:10]=2[C:9]2[C:4](=[CH:5][CH:6]=[C:7]([CH3:18])[CH:8]=2)[N:3]=1)=[O:13]. Reported procedure: A 2 L round bottom flask fitted with a magnetic stirring bar, reflux condenser, and drying tube was charged with 70 g (0.285 mole) of (i) and 1 L of reagent grade acetic anhydride. The tan suspension was stirred at reflux for 23 hours. The reactants are OC(CC(C)C)C1=C(SC=2N(C(N(C(C21)=O)CCCOC2OCCCC2)=O)C)C2=CC(=CC=C2)OC(F)(F)F (5-(1-hydroxy-3-methylbutyl)-1-methyl-3-(3-((tetrahydro-2H-pyran-2-yl)oxy) propyl)-6-(3-(trifluoromethoxy)phenyl)thieno[2,3-d]pyrimidine-2,4(1H,3H)-dione), OC(CC(C)C)C1=C(SC=2N(C(N(C(C21)=O)CCCOC2OCCCC2)=O)C)C2=CC(=CC=C2)OC(F)(F)F (5-(1-hydroxy-3-methylbutyl)-1-methyl-3-(3-((tetrahydro-2H-pyran-2-yl)oxy) propyl)-6-(3-(trifluoromethoxy)phenyl)thieno[2,3-d]pyrimidine-2,4(1H,3H)-dione), I(=O)(=O)C1=C(C(=O)O)C=CC=C1 (2-iodoxybenzoic acid). The solvent is O (water), CS(=O)C (DMSO). Run at temperature 50 celsius. Product: CN1C(N(C(C2=C1SC(=C2C(CC(C)C)=O)C2=CC(=CC=C2)OC(F)(F)F)=O)CCCOC2OCCCC2)=O (1-methyl-5-(3-methylbutanoyl)-3-(3-((tetrahydro-2H-pyran-2-yl)oxy)propyl)-6-(3-(trifluoromethoxy)phenyl)thieno[2,3-d]pyrimidine-2,4(1H,3H)-dione). Yield: 60.0%. RXN SMILES: [OH:1][CH:2]([C:7]1[C:15]2[C:14](=[O:16])[N:13]([CH2:17][CH2:18][CH2:19][O:20][CH:21]3[CH2:26][CH2:25][CH2:24][CH2:23][O:22]3)[C:12](=[O:27])[N:11]([CH3:28])[C:10]=2[S:9][C:8]=1[C:29]1[CH:34]=[CH:33][CH:32]=[C:31]([O:35][C:36]([F:39])([F:38])[F:37])[CH:30]=1)[CH2:3][CH:4]([CH3:6])[CH3:5].I(C1C=CC=CC=1C(O)=O)(=O)=O>CS(C)=O.O>[CH3:28][N:11]1[C:10]2[S:9][C:8]([C:29]3[CH:34]=[CH:33][CH:32]=[C:31]([O:35][C:36]([F:37])([F:38])[F:39])[CH:30]=3)=[C:7]([C:2](=[O:1])[CH2:3][CH:4]([CH3:5])[CH3:6])[C:15]=2[C:14](=[O:16])[N:13]([CH2:17][CH2:18][CH2:19][O:20][CH:21]2[CH2:26][CH2:25][CH2:24][CH2:23][O:22]2)[C:12]1=[O:27]. Procedure: To a solution of 5-(1-hydroxy-3-methylbutyl)-1-methyl-3-(3-((tetrahydro-2H-pyran-2-yl)oxy) propyl)-6-(3-(trifluoromethoxy)phenyl)thieno[2,3-d]pyrimidine-2,4(1H,3H)-dione (See Compound 22, Step 3, 50 mg, 0.088 mmol) in DMSO (5 mL) was added 2-iodoxybenzoic acid (49.1 mg, 0.176 mmol). The reaction was heated at 50° C. for 2 h, cooled to RT, diluted with water (20 mL) and extracted with EA (3×10 mL). The combined organic layers were washed with aq. NH4Cl (5 mL), dried over Na2SO4 and concentrated t... Starting materials: OC(C)C1=NC=2N(C(N(C)C(C2N1C)=O)=O)C (8-α-hydroxyethylcaffeine), S(=O)(Cl)Cl (thionyl chloride). The product is ClC(C)C1=NC=2N(C(N(C)C(C2N1C)=O)=O)C (8-α-chloroethylcaffeine). Reaction SMILES: O[CH:2]([C:4]1[N:13]([CH3:14])[C:12]2[C:11](=[O:15])[N:9]([CH3:10])[C:8](=[O:16])[N:7]([CH3:17])[C:6]=2[N:5]=1)[CH3:3].S(Cl)([Cl:20])=O>>[Cl:20][CH:2]([C:4]1[N:13]([CH3:14])[C:12]2[C:11](=[O:15])[N:9]([CH3:10])[C:8](=[O:16])[N:7]([CH3:17])[C:6]=2[N:5]=1)[CH3:3]. Procedure: 10 g of 8-α-hydroxyethylcaffeine (Arch. der Pharmazie, 289, 453, 1956) are added and under shaking with 100 ml of thionyl chloride. After 6 hours of reflux, the excess of reagent is evaporated to dryness under reduced pressure and the solid residue washed with petroleum ether. Nearly pure 8-α-chloroethylcaffeine is obtained with a quantitative yield, melting at 190° C from anhydrous benzene. Reactants: CC(=O)O, CC1(C)CCOC(=O)C1, I, C=[N+]=[N-]. Yields the product COC(=O)CC(C)(C)CCI. Reaction SMILES: [C:14]([OH:15])(=[O:16])[CH3:17].[CH3:1][C:2]1([CH3:9])[CH2:3][C:4](=[O:5])[O:6][CH2:7][CH2:8]1.[IH:10].[N+:11](=[N-:12])=[CH2:13]>>[CH3:1][C:2]([CH2:3][C:4](=[O:5])[O:6][CH3:13])([CH2:8][CH2:7][I:10])[CH3:9]. The reactants are FC=1C(=CC(=NC1)OC)C1=C(C=C(C=C1)CO)C1(CCCC1)C=C ((4-(5-fluoro-2-methoxypyridin-4-yl)-3-(1-vinylcyclopentyl)phenyl)methanol), S(=O)(Cl)Cl (thionyl chloride). Run in C(Cl)Cl (DCM), CN(C)C=O (DMF). Run at time 1 hour. Yields the product ClCC1=CC(=C(C=C1)C1=CC(=NC=C1F)OC)C1(CCCC1)C=C (4-(4-(Chloromethyl)-2-(1-vinylcyclopentyl)phenyl)-5-fluoro-2-methoxypyridine). As a reaction SMILES: [F:1][C:2]1[C:3]([C:10]2[CH:15]=[CH:14][C:13]([CH2:16]O)=[CH:12][C:11]=2[C:18]2([CH:23]=[CH2:24])[CH2:22][CH2:21][CH2:20][CH2:19]2)=[CH:4][C:5]([O:8][CH3:9])=[N:6][CH:7]=1.S(Cl)([Cl:27])=O>CN(C=O)C.C(Cl)Cl>[Cl:27][CH2:16][C:13]1[CH:14]=[CH:15][C:10]([C:3]2[C:2]([F:1])=[CH:7][N:6]=[C:5]([O:8][CH3:9])[CH:4]=2)=[C:11]([C:18]2([CH:23]=[CH2:24])[CH2:22][CH2:21][CH2:20][CH2:19]2)[CH:12]=1. Reported procedure: To a solution of (4-(5-fluoro-2-methoxypyridin-4-yl)-3-(1-vinylcyclopentyl)phenyl)methanol (47.0 mg, 144 μmol) in DMF (0.01 mL) and DCM (4.0 mL) was slowly added thionyl chloride (14.7 μL, 201 μmol) at 0° C. After addition, the resulting mixture was stirred at room temperature for 1 hour. The solvent was removed, and the product thus obtained was used in the next step without further purification. 1H NMR (400 MHz, CDCl3) δ ppm 8.01-8.11 (1H, m), 7.98 (1H, m), 7.47 (1H, s), 6.94 (1H, d, J=7.8 Hz)...